Dataset: the Open Reaction Database (ORD), a public repository of structured organic reaction records. Task: describe an organic reaction: reactants, conditions, products, and yield Reactants: CCO, COC(=O)CC1CN(S(=O)(=O)c2ccc3cc(Cl)ccc3c2)CC(=O)N1NC1CCN(c2ccnc(C)c2)CC1, N. Yields the product Cc1cc(N2CCC(NN3C(=O)CN(S(=O)(=O)c4ccc5cc(Cl)ccc5c4)CC3CC(N)=O)CC2)ccn1. RXN SMILES: [CH2:41]([OH:42])[CH3:43].[Cl:1][c:2]1[cH:3][c:4]2[cH:5][cH:6][c:7]([S:12](=[O:13])(=[O:14])[N:15]3[CH2:16][CH:17]([CH2:36][C:37]([O:39][CH3:38])=[O:40])[N:18]([NH:22][CH:23]4[CH2:24][CH2:25][N:26]([c:29]5[cH:30][c:31]([CH3:35])[n:32][cH:33][cH:34]5)[CH2:27][CH2:28]4)[C:19](=[O:21])[CH2:20]3)[cH:8][c:9]2[cH:10][cH:11]1.[NH3:44]>>[Cl:1][c:2]1[cH:3][c:4]2[cH:5][cH:6][c:7]([S:12](=[O:13])(=[O:14])[N:15]3[CH2:16][CH:17]([CH2:36][C:37](=[O:39])[NH2:44])[N:18]([NH:22][CH:23]4[CH2:24][CH2:25][N:26]([c:29]5[cH:30][c:31]([CH3:35])[n:32][cH:33][cH:34]5)[CH2:27][CH2:28]4)[C:19](=[O:21])[CH2:20]3)[cH:8][c:9]2[cH:10][cH:11]1. Starting materials: CC(C)(Br)C(=O)O, O=C([O-])[O-], CCCn1c(C)c(-c2ccc(OC)cc2)c2cc(O)ccc21, CC(C)=O, [K+], [K+]. The product is CCCn1c(C)c(-c2ccc(OC)cc2)c2cc(OC(C)(C)C(=O)O)ccc21. RXN SMILES: [Br:23][C:24]([C:25](=[O:26])[OH:27])([CH3:28])[CH3:29].[C:30](=[O:31])([O-:32])[O-:33].[CH3:1][O:2][c:3]1[cH:4][cH:5][c:6](-[c:9]2[c:10]([CH3:22])[n:11]([CH2:19][CH2:20][CH3:21])[c:12]3[cH:13][cH:14][c:15]([OH:18])[cH:16][c:17]23)[cH:7][cH:8]1.[CH3:36][C:37](=[O:38])[CH3:39].[K+:34].[K+:35]>>[CH3:1][O:2][c:3]1[cH:4][cH:5][c:6](-[c:9]2[c:10]([CH3:22])[n:11]([CH2:19][CH2:20][CH3:21])[c:12]3[cH:13][cH:14][c:15]([O:18][C:24]([C:25](=[O:26])[OH:27])([CH3:28])[CH3:29])[cH:16][c:17]23)[cH:7][cH:8]1.